Dataset: the Open Reaction Database (ORD), a public repository of structured organic reaction records. Task: describe an organic reaction: reactants, conditions, products, and yield The reactants are BrCCCCBr, CCN(C1CCC(O)CC1)S(=O)(=O)c1ccc(C(F)(F)F)cc1. The product is CCN(C1CCC(OCCCCBr)CC1)S(=O)(=O)c1ccc(C(F)(F)F)cc1. RXN SMILES: [Br:24][CH2:25][CH2:26][CH2:27][CH2:28][Br:29].[CH2:1]([CH3:2])[N:3]([S:4](=[O:5])(=[O:6])[c:7]1[cH:8][cH:9][c:10]([C:13]([F:14])([F:15])[F:16])[cH:11][cH:12]1)[CH:17]1[CH2:18][CH2:19][CH:20]([OH:23])[CH2:21][CH2:22]1>>[CH2:1]([CH3:2])[N:3]([S:4](=[O:5])(=[O:6])[c:7]1[cH:8][cH:9][c:10]([C:13]([F:14])([F:15])[F:16])[cH:11][cH:12]1)[CH:17]1[CH2:18][CH2:19][CH:20]([O:23][CH2:28][CH2:27][CH2:26][CH2:25][Br:24])[CH2:21][CH2:22]1. The product is O=C(Nc1ccccc1-c1nc2cc(CN3CCCC3)cnc2s1)c1csc(-c2ccccc2)n1. RXN SMILES: [CH3:38][OH:39].[Cl:40][CH2:41][Cl:42].[N:1]1([CH2:6][c:7]2[cH:8][c:9]3[c:10]([n:11][cH:12]2)[s:13][c:14](-[c:16]2[c:17]([NH2:18])[cH:19][cH:20][cH:21][cH:22]2)[n:15]3)[CH2:2][CH2:3][CH2:4][CH2:5]1.[OH2:37].[c:23]1(-[c:29]2[s:30][cH:31][c:32]([C:34](=[O:35])[OH:36])[n:33]2)[cH:24][cH:25][cH:26][cH:27][cH:28]1>>[N:1]1([CH2:6][c:7]2[cH:8][c:9]3[c:10]([n:11][cH:12]2)[s:13][c:14](-[c:16]2[c:17]([NH:18][C:34]([c:32]4[cH:31][s:30][c:29](-[c:23]5[cH:24][cH:25][cH:26][cH:27][cH:28]5)[n:33]4)=[O:35])[cH:19][cH:20][cH:21][cH:22]2)[n:15]3)[CH2:2][CH2:3][CH2:4][CH2:5]1. Starting materials: CO, ClCCl, Nc1ccccc1-c1nc2cc(CN3CCCC3)cnc2s1, O, O=C(O)c1csc(-c2ccccc2)n1. Reactants: CN(C)CCn1cc(Br)nc1C1CCN(C(=O)OC(C)(C)C)CC1, O=C([O-])[O-], Cc1ccccc1, CCO, OB(O)c1ccc(Cl)cc1, [Na+], [Na+], c1ccc(P(c2ccccc2)(c2ccccc2)[Pd](P(c2ccccc2)(c2ccccc2)c2ccccc2)(P(c2ccccc2)(c2ccccc2)c2ccccc2)P(c2ccccc2)(c2ccccc2)c2ccccc2)cc1. Yields the product CN(C)CCn1cc(-c2ccc(Cl)cc2)nc1C1CCN(C(=O)OC(C)(C)C)CC1. As a reaction SMILES: [C:1]([CH3:2])([CH3:3])([CH3:4])[O:5][C:6](=[O:7])[N:8]1[CH2:9][CH2:10][CH:11]([c:14]2[n:15]([CH2:20][CH2:21][N:22]([CH3:23])[CH3:24])[cH:16][c:17]([Br:19])[n:18]2)[CH2:12][CH2:13]1.[C:35](=[O:36])([O-:37])[O-:38].[CH3:121][c:122]1[cH:123][cH:124][cH:125][cH:126][cH:127]1.[CH3:41][CH2:42][OH:43].[Cl:25][c:26]1[cH:27][cH:28][c:29]([B:32]([OH:33])[OH:34])[cH:30][cH:31]1.[Na+:39].[Na+:40].[cH:44]1[cH:45][cH:46][c:47]([P:48]([Pd:49]([P:50]([c:51]2[cH:52][cH:53][cH:54][cH:55][cH:56]2)([c:57]2[cH:58][cH:59][cH:60][cH:61][cH:62]2)[c:63]2[cH:64][cH:65][cH:66][cH:67][cH:68]2)([P:69]([c:70]2[cH:71][cH:72][cH:73][cH:74][cH:75]2)([c:76]2[cH:77][cH:78][cH:79][cH:80][cH:81]2)[c:82]2[cH:83][cH:84][cH:85][cH:86][cH:87]2)[P:88]([c:89]2[cH:90][cH:91][cH:92][cH:93][cH:94]2)([c:95]2[cH:96][cH:97][cH:98][cH:99][cH:100]2)[c:101]2[cH:102][cH:103][cH:104][cH:105][cH:106]2)([c:107]2[cH:108][cH:109][cH:110][cH:111][cH:112]2)[c:113]2[cH:114][cH:115][cH:116][cH:117][cH:118]2)[cH:119][cH:120]1>>[C:1]([CH3:2])([CH3:3])([CH3:4])[O:5][C:6](=[O:7])[N:8]1[CH2:9][CH2:10][CH:11]([c:14]2[n:15]([CH2:20][CH2:21][N:22]([CH3:23])[CH3:24])[cH:16][c:17](-[c:29]3[cH:28][cH:27][c:26]([Cl:25])[cH:31][cH:30]3)[n:18]2)[CH2:12][CH2:13]1. The reactants are CC1=CC=C(C=C1)C=1C=CC2=C(C=C(CCO2)C(=O)NC2=CC=C(C=C2)CN2CCCCC2)C1 (7-(4-methylphenyl)-N-(4-(piperidinomethyl)-phenyl)-2,3-dihydro-1-benzoxepine-4-carboxamide), CI (methyl iodide). Run in CN(C=O)C (dimethylformamide). Product: [I-].CC1=CC=C(C=C1)C=1C=CC2=C(C=C(CCO2)C(=O)NC2=CC=C(C[N+]3(CCCCC3)C)C=C2)C1 (1-(N-(7-(4-methylphenyl)-2,3-dihydro-1-benzoxepin-4carbonyl)-4-aminobenzyl)-1-methylpiperidinium iodide). Reaction SMILES: [CH3:1][C:2]1[CH:7]=[CH:6][C:5]([C:8]2[CH:9]=[CH:10][C:11]3[O:17][CH2:16][CH2:15][C:14]([C:18]([NH:20][C:21]4[CH:26]=[CH:25][C:24]([CH2:27][N:28]5[CH2:33][CH2:32][CH2:31][CH2:30][CH2:29]5)=[CH:23][CH:22]=4)=[O:19])=[CH:13][C:12]=3[CH:34]=2)=[CH:4][CH:3]=1.[CH3:35][I:36]>CN(C)C=O>[I-:36].[CH3:1][C:2]1[CH:3]=[CH:4][C:5]([C:8]2[CH:9]=[CH:10][C:11]3[O:17][CH2:16][CH2:15][C:14]([C:18]([NH:20][C:21]4[CH:22]=[CH:23][C:24]([CH2:27][N+:28]5([CH3:35])[CH2:33][CH2:32][CH2:31][CH2:30][CH2:29]5)=[CH:25][CH:26]=4)=[O:19])=[CH:13][C:12]=3[CH:34]=2)=[CH:6][CH:7]=1 |f:3.4|. Procedure: A solution of 7-(4-methylphenyl)-N-(4-(piperidinomethyl)-phenyl)-2,3-dihydro-1-benzoxepine-4-carboxamide (1.4g) and methyl iodide (0.58ml) in dimethylformamide (50ml) was stirred at room temperature over night. The solvent was evaporated, and to the residue was added ethyl acetate. Precipitated crude crystal was filtered, which were recrystallized from ethanol-ethyl acetate to give 1-(N-(7-(4-methylphenyl)-2,3-dihydro-1-benzoxepin-4carbonyl)-4-aminobenzyl)-1-methylpiperidinium iodide (Compound 9... Starting materials: ClC1=C(C=NC2=C(C=CC(=C12)F)F)C(=O)OCC (4-chloro-3-ethoxycarbonyl-5,8-difluoroquinoline), C(C=1C(N)=CC=CC1)#N (anthranilonitrile). Solvent: CC(C)O (2-propanol). The product is C(#N)C1=C(C=CC=C1)NC1=C(C=NC2=C(C=CC(=C12)F)F)C(=O)OCC (4-(2-Cyanophenylamino)-3-ethoxycarbonyl-5,8-difluoroquinoline). Isolated yield 64.6%. Reaction SMILES: Cl[C:2]1[C:11]2[C:6](=[C:7]([F:13])[CH:8]=[CH:9][C:10]=2[F:12])[N:5]=[CH:4][C:3]=1[C:14]([O:16][CH2:17][CH3:18])=[O:15].[C:19](#[N:27])[C:20]1[C:21](=[CH:23][CH:24]=[CH:25][CH:26]=1)[NH2:22]>CC(O)C>[C:19]([C:20]1[CH:26]=[CH:25][CH:24]=[CH:23][C:21]=1[NH:22][C:2]1[C:11]2[C:6](=[C:7]([F:13])[CH:8]=[CH:9][C:10]=2[F:12])[N:5]=[CH:4][C:3]=1[C:14]([O:16][CH2:17][CH3:18])=[O:15])#[N:27]. Reported procedure: The reaction mixture of 102.0 mg (0.37 mmol) of 4-chloro-3-ethoxycarbonyl-5,8-difluoroquinoline and 53.0 mg (0.44 mmol) of anthranilonitrile in 2.0 mL of 2-propanol was refluxed for 2 h and cooled down. The yellow precipitate was filtered, washed with cold 2-propanol, and dried in oven at 40° C. overnight to give 84.5 mg (65%) of the title compound. Starting materials: ClC=1C=[N+](C=C(C1C[C@H](O)C1=CC(=C(C=C1)OC(F)F)OCC1CC1)Cl)[O-] ((S)-3,5-dichloro-4-(2-(3-(cyclopropylmethoxy)-4-(difluoromethoxy)phenyl)-2-hydroxyethyl)pyridine 1-oxide), [N+](=O)([O-])C1=CC=C(C=C1)S(=O)(=O)N1C(=CC=C1)C(=O)O (1-(4-nitrophenylsulfonyl)-1H-pyrrole-2-carboxylic acid), C(CCl)Cl (EDC). The reagents and catalysts are CN(C)C=1C=CN=CC1 (DMAP). Run in C(Cl)Cl (DCM), C(Cl)Cl (DCM). Reaction conditions: time 24 hour. Yields the product ClC=1C=[N+](C=C(C1C[C@H](OC(=O)C=1N(C=CC1)S(=O)(=O)C1=CC=C(C=C1)[N+](=O)[O-])C1=CC(=C(C=C1)OC(F)F)OCC1CC1)Cl)[O-] ((S)-3,5-dichloro-4-(2-(3-(cyclopropylmethoxy)-4-(difluoromethoxy)phenyl)-2-(1-(4-nitrophenylsulfonyl)-1H-pyrrole-2-carbonyloxy)ethyl)pyridine 1-oxide). Isolated yield 27.8%. RXN SMILES: [Cl:1][C:2]1[CH:3]=[N+:4]([O-:27])[CH:5]=[C:6]([Cl:26])[C:7]=1[CH2:8][C@@H:9]([C:11]1[CH:16]=[CH:15][C:14]([O:17][CH:18]([F:20])[F:19])=[C:13]([O:21][CH2:22][CH:23]2[CH2:25][CH2:24]2)[CH:12]=1)[OH:10].[N+:28]([C:31]1[CH:36]=[CH:35][C:34]([S:37]([N:40]2[CH:44]=[CH:43][CH:42]=[C:41]2[C:45](O)=[O:46])(=[O:39])=[O:38])=[CH:33][CH:32]=1)([O-:30])=[O:29].C(Cl)CCl>CN(C1C=CN=CC=1)C.C(Cl)Cl>[Cl:1][C:2]1[CH:3]=[N+:4]([O-:27])[CH:5]=[C:6]([Cl:26])[C:7]=1[CH2:8][C@@H:9]([C:11]1[CH:16]=[CH:15][C:14]([O:17][CH:18]([F:20])[F:19])=[C:13]([O:21][CH2:22][CH:23]2[CH2:25][CH2:24]2)[CH:12]=1)[O:10][C:45]([C:41]1[N:40]([S:37]([C:34]2[CH:35]=[CH:36][C:31]([N+:28]([O-:30])=[O:29])=[CH:32][CH:33]=2)(=[O:38])=[O:39])[CH:44]=[CH:43][CH:42]=1)=[O:46]. Procedure details: A mixture of (S)-3,5-dichloro-4-(2-(3-(cyclopropylmethoxy)-4-(difluoromethoxy)phenyl)-2-hydroxyethyl)pyridine 1-oxide (206 mg, 0.490 mmol), 1-(4-nitrophenylsulfonyl)-1H-pyrrole-2-carboxylic acid (Int. 5) (160 mg, 0.539 mmol), EDC (282 mg, 1.471 mmol) and DMAP (59.9 mg, 0.490 mmol) in DCM (10 ml) was stirred at RT for 24 hours. The reaction was diluted with DCM and washed with 1N HCl, sat. NaHCO3 (40 ml), and finally with brine. The organic phase was dried over sodium sulfate and the solvent was ...